Dataset: the Open Reaction Database (ORD), a public repository of structured organic reaction records. Task: describe an organic reaction: reactants, conditions, products, and yield Procedure: A suspension of 2-amino-6-chloro-9-(2,3,5-tri-O-acetyl-β-D-ribofuranosyl)purine (291.2 g, 0.68 mol, Example 1, Step B) in 2-propanol and water (1:1, 15,560 mL) which was heated to achieve homogeneity. The solution was cooled to <15° C. and then t-butyl nitrite (357 mL, 3.0 mol) was added. The reaction was allowed to warm to room temperature and stirred until the evolution of gas subsided. The reaction was partitioned between ethyl acetate (7,300 mL) and water and the phases allowed to separate. ... Starting materials: NC1=NC(=C2N=CN(C2=N1)[C@H]1[C@H](OC(C)=O)[C@H](OC(C)=O)[C@H](O1)COC(C)=O)Cl (2-Amino-6-chloro-9-(2,3,5-tri-O-acetyl-β-D-ribofuranosyl)purine), N(=O)OC(C)(C)C (t-butyl nitrite). As a reaction SMILES: N[C:2]1[N:10]=[C:9]2[C:5]([N:6]=[CH:7][N:8]2[C@@H:11]2[O:23][C@H:22]([CH2:24][O:25][C:26](=[O:28])[CH3:27])[C@@H:17]([O:18][C:19](=[O:21])[CH3:20])[C@H:12]2[O:13][C:14](=[O:16])[CH3:15])=[C:4]([Cl:29])[N:3]=1.N(OC(C)(C)C)=[O:31]>CC(O)C.O>[Cl:29][C:4]1[N:3]=[C:2]([OH:31])[N:10]=[C:9]2[C:5]=1[N:6]=[CH:7][N:8]2[C@@H:11]1[O:23][C@H:22]([CH2:24][O:25][C:26](=[O:28])[CH3:27])[C@@H:17]([O:18][C:19](=[O:21])[CH3:20])[C@H:12]1[O:13][C:14](=[O:16])[CH3:15]. Yields the product ClC1=C2N=CN(C2=NC(=N1)O)[C@H]1[C@H](OC(C)=O)[C@H](OC(C)=O)[C@H](O1)COC(C)=O (6-Chloro-2-hydroxy-9-(2,3,5-tri-O-acetyl-β-D-ribofuranosyl)purine). Run in CC(C)O (2-propanol), O (water).